Dataset: the Open Reaction Database (ORD), a public repository of structured organic reaction records. Task: describe an organic reaction: reactants, conditions, products, and yield Starting materials: C(C)OCC (Diethyl ether), ClC=1C=CC(=C(C1)C(C)=O)O (1-(5-chloro-2-hydroxyphenyl)-ethanone), C([O-])([O-])=O.[K+].[K+] (potassium carbonate), C(C)(C)(C)OC(CBr)=O (tert-butylbromoacetate). Run in O (water), CN(C)C=O (DMF). Reaction conditions: time 16 hour. Yields the product C(C)(=O)C1=C(OCC(=O)OC(C)(C)C)C=CC(=C1)Cl ((2-acetyl-4-chlorophenoxy)-acetic Acid, 1,1-dimethylethyl Ester). As a reaction SMILES: [Cl:1][C:2]1[CH:3]=[CH:4][C:5]([OH:11])=[C:6]([C:8](=[O:10])[CH3:9])[CH:7]=1.C(=O)([O-])[O-].[K+].[K+].[C:18]([O:22][C:23](=[O:26])[CH2:24]Br)([CH3:21])([CH3:20])[CH3:19].C(OCC)C>CN(C=O)C.O>[C:8]([C:6]1[CH:7]=[C:2]([Cl:1])[CH:3]=[CH:4][C:5]=1[O:11][CH2:24][C:23]([O:22][C:18]([CH3:21])([CH3:20])[CH3:19])=[O:26])(=[O:10])[CH3:9] |f:1.2.3|. Procedure: A mixture of 1-(5-chloro-2-hydroxyphenyl)-ethanone (2 g), potassium carbonate (1.62 g) and tert-butylbromoacetate (1.73 ml) in DMF (5 ml) was stirred at ambient temperature for 16 h. Diethyl ether and water were added and the organic layer separated, it was washed with water, aqueous potassium carbonate solution, brine, dried (Na2SO4) and the solvent removed in vacuo to give the sub-title compound (2.84 g). Solvent: O (water), CN(C=O)C (N,N-dimethylformamide). RXN SMILES: [C:1]([O:4][C@@H:5]1[C@@H:10]([O:11][C:12](=[O:14])[CH3:13])[C@H:9]([O:15][C:16](=[O:18])[CH3:17])[C@@H:8]([CH2:19][O:20][C:21](=[O:23])[CH3:22])[O:7][C@H:6]1[O:24][C:25]1[C:29]([CH2:30][C:31]2[CH:36]=[CH:35][C:34]([O:37][CH2:38][CH2:39][CH2:40][NH2:41])=[CH:33][CH:32]=2)=[C:28]([CH:42]([CH3:44])[CH3:43])[NH:27][N:26]=1)(=[O:3])[CH3:2].[CH2:45]([O:52][C:53]([NH:55][CH2:56][C:57](O)=[O:58])=[O:54])[C:46]1[CH:51]=[CH:50][CH:49]=[CH:48][CH:47]=1.ON1C2C=CC=CC=2N=N1.Cl.C(N=C=NCCCN(C)C)C>CN(C)C=O.O>[C:1]([O:4][C@@H:5]1[C@@H:10]([O:11][C:12](=[O:14])[CH3:13])[C@H:9]([O:15][C:16](=[O:18])[CH3:17])[C@@H:8]([CH2:19][O:20][C:21](=[O:23])[CH3:22])[O:7][C@H:6]1[O:24][C:25]1[C:29]([CH2:30][C:31]2[CH:36]=[CH:35][C:34]([O:37][CH2:38][CH2:39][CH2:40][NH:41][C:57](=[O:58])[CH2:56][NH:55][C:53]([O:52][CH2:45][C:46]3[CH:47]=[CH:48][CH:49]=[CH:50][CH:51]=3)=[O:54])=[CH:33][CH:32]=2)=[C:28]([CH:42]([CH3:44])[CH3:43])[NH:27][N:26]=1)(=[O:3])[CH3:2] |f:3.4|. Starting materials: C(C)(=O)O[C@H]1[C@@H](O[C@@H]([C@H]([C@@H]1OC(C)=O)OC(C)=O)COC(C)=O)OC1=NNC(=C1CC1=CC=C(C=C1)OCCCN)C(C)C (3-(2,3,4,6-tetra-O-acetyl-β-D-glucopyranosyloxy)-4-{[4-(3-aminopropoxy)phenyl]methyl}-5-isopropyl-1H-pyrazole), C(C1=CC=CC=C1)OC(=O)NCC(=O)O (2-benzyloxycarbonylaminoacetic acid), ON1N=NC2=C1C=CC=C2 (1-hydroxybenzotriazole), Cl.C(C)N=C=NCCCN(C)C (1-ethyl-3-(3-dimethylaminopropyl)carbodiimide hydrochloride). Reaction conditions: time 8 hour. Yield: 35.2%. The product is C(C)(=O)O[C@H]1[C@@H](O[C@@H]([C@H]([C@@H]1OC(C)=O)OC(C)=O)COC(C)=O)OC1=NNC(=C1CC1=CC=C(C=C1)OCCCNC(CNC(=O)OCC1=CC=CC=C1)=O)C(C)C (3-(2,3,4,6-tetra-O-acetyl-β-D-glucopyranosyloxy)-4-[(4-{3-[2-(benzyloxycarbonylamino)acetylamino]propoxy}phenyl)-methyl]-5-isopropyl-1H-pyrazole). Procedure details: To a solution of 3-(2,3,4,6-tetra-O-acetyl-β-D-glucopyranosyloxy)-4-{[4-(3-aminopropoxy)phenyl]methyl}-5-isopropyl-1H-pyrazole (0.1 g) in N,N-dimethylformamide (1 mL) were added 2-benzyloxycarbonylaminoacetic acid (51 mg), 1-hydroxybenzotriazole (33 mg) and 1-ethyl-3-(3-dimethylaminopropyl)carbodiimide hydrochloride (93 mg), and the mixture was stirred at room temperature overnight. The reaction mixture was poured into water, and the resulting mixture was extracted with ethyl acetate. The organi... Reactants: ClC1=NC=CC(=N1)Cl (2,4-Dichloropyrimidine), C(C=1C(N)=CC=CC1)#N (anthranilonitrile), Cl (hydrochloric acid). Solvent: O (water). Conditions: temperature 40 celsius, time 12 hour. Product: ClC1=NC=CC(=N1)NC1=C(C=CC=C1)C#N (Chloro-4-(2-cyanoanilino)pyrimidine). Isolated yield 111.4%. Reaction SMILES: [Cl:1][C:2]1[N:7]=[C:6](Cl)[CH:5]=[CH:4][N:3]=1.[C:9](#[N:17])[C:10]1[C:11](=[CH:13][CH:14]=[CH:15][CH:16]=1)[NH2:12].Cl>O>[Cl:1][C:2]1[N:7]=[C:6]([NH:12][C:11]2[CH:13]=[CH:14][CH:15]=[CH:16][C:10]=2[C:9]#[N:17])[CH:5]=[CH:4][N:3]=1. Reported procedure: 2,4-Dichloropyrimidine (3 g, 0.02 mol), anthranilonitrile (2.38 g, 0.02 mol) and concentrated hydrochloric acid (cat. amount) were added to water (5 ml). The reaction mixture was warmed to 40° C. to dissolve the starting materials and the resulting solution was stirred at room temperature for 12 hours. The solid precipitate that had formed was collected filtration and dried in vacuo to yield a pale yellow solid (5.14 g). NMR: 6.78 (d, 1H), 7.39 (t, 1H), 7.61 (d, 1H), 7.71 (t, 1H), 7.85 (d, 1H), ... Reactants: C(Cl)Cl (methylene chloride), FC(C1=C2C3C(CN4C2=C(C=C1)CN(CC4)C(=O)OCC4=CC=CC=C4)CCC3)(F)F (benzyl 1-(trifluoromethyl)-6,7,9,9a,10,11,12,12a-octahydrocyclopenta[c][1,4 ]diazepino[6,7,1-ij]quinoline-5(4H)-carboxylate), [OH-].[Na+] (NaOH), FC(S(=O)(=O)O)(F)F (trifluoromethane sulfonic acid), C1(=CC=CC=C1)OC (anisole), C(Cl)Cl (methylene chloride). Solvent: O (Water). Run at time 1 hour. The product is Cl.FC(C1=C2C3C(CN4C2=C(C=C1)CNCC4)CCC3)(F)F (1-(trifluoromethyl)-4,5,6,7,9,9a,10,11,12,12a-decahydrocyclopenta[c][1,4]diazepino[6,7,1-ij]quinoline hydrochloride). The yield is 80.0%. As a reaction SMILES: [F:1][C:2]([F:31])([F:30])[C:3]1[CH:12]=[CH:11][C:10]2[CH2:13][N:14](C(OCC3C=CC=CC=3)=O)[CH2:15][CH2:16][N:8]3[C:9]=2[C:4]=1[CH:5]1[CH2:29][CH2:28][CH2:27][CH:6]1[CH2:7]3.FC(F)(F)S(O)(=O)=O.C1(OC)C=CC=CC=1.[OH-].[Na+].C(Cl)[Cl:51]>O>[ClH:51].[F:30][C:2]([F:1])([F:31])[C:3]1[CH:12]=[CH:11][C:10]2[CH2:13][NH:14][CH2:15][CH2:16][N:8]3[C:9]=2[C:4]=1[CH:5]1[CH2:29][CH2:28][CH2:27][CH:6]1[CH2:7]3 |f:3.4,7.8|. Procedure details: To a solution containing the compound of example 29 (0.345 g, 0.80 mmol) dissolved in methylene chloride (1.2 mL) were added trifluoromethane sulfonic acid (0.496 mL, 5.6 mmol) and anisole (0.261 mL, 2.4 mmol) at room temperature. After 1 hour, the reaction was completed and the reaction mixture was basified to a pH of 12 with 1N NaOH. Water and methylene chloride were added and the reaction mixture was stirred for 45 minutes. The contents of the flask were transferred to a separatory funnel, an... Starting materials: COC1=C(C=C2C(=NC=NC2=C1)N)[N+](=O)[O-] (7-methoxy-6-nitroquinazolin-4-ylamine), C([O-])([O-])=O.[Cs+].[Cs+] (cesium carbonate), BrC1=NC=CC=C1 (2-bromopyridine), CC1(C2=C(C(=CC=C2)P(C3=CC=CC=C3)C4=CC=CC=C4)OC5=C(C=CC=C51)P(C6=CC=CC=C6)C7=CC=CC=C7)C (Xantphos). Reagents/catalysts: C(C)(=O)[O-].[Pd+2].C(C)(=O)[O-] (palladium acetate). Conditions: temperature 120 celsius, time 2 hour. The product is COC1=C(C=C2C(=NC=NC2=C1)NC1=NC=CC=C1)[N+](=O)[O-] ((7-methoxy-6-nitro-quinazolin-4-yl)pyridin-2-ylamine). Isolated yield 19.4%. As a reaction SMILES: [CH3:1][O:2][C:3]1[CH:12]=[C:11]2[C:6]([C:7]([NH2:13])=[N:8][CH:9]=[N:10]2)=[CH:5][C:4]=1[N+:14]([O-:16])=[O:15].Br[C:18]1[CH:23]=[CH:22][CH:21]=[CH:20][N:19]=1.CC1(C)C2C(=C(P(C3C=CC=CC=3)C3C=CC=CC=3)C=CC=2)OC2C(P(C3C=CC=CC=3)C3C=CC=CC=3)=CC=CC1=2.C(=O)([O-])[O-].[Cs+].[Cs+]>C([O-])(=O)C.[Pd+2].C([O-])(=O)C>[CH3:1][O:2][C:3]1[CH:12]=[C:11]2[C:6]([C:7]([NH:13][C:18]3[CH:23]=[CH:22][CH:21]=[CH:20][N:19]=3)=[N:8][CH:9]=[N:10]2)=[CH:5][C:4]=1[N+:14]([O-:16])=[O:15] |f:3.4.5,6.7.8|. Reported procedure: 7-methoxy-6-nitroquinazolin-4-ylamine (300 mg, 1.36 mmol) in <Step 6> of Example 23, 2-bromopyridine (0.2 mL, 2.04 mmol), palladium acetate (31 mg, 0.136 mmol), Xantphos (158 mg, 0.273 mmol) and cesium carbonate (888 mg, 2.73 mmol) were placed under 6.5 mL of 1,4-dioxane in a closed container, degassed, and the mixture was stirred at 120° C. for 2 hours. The mixture was cooled to room temperature, 50 mL water was added thereto, and the mixture was washed with a solution of chloroform/isopropanol... The reactants are C(C)[Mg]Br (ethylmagnesium bromide), ClC1=NC(=CC=C1)Cl (2,6-dichloropyridine), C(C)OCC (ethyl ether), C(C)OCC (ethyl ether), [NH4+].[Cl-] (NH4Cl), ice. The reagents and catalysts are Cl[Ni]1([P](CCC[P](C2=CC=CC=C2)1C3=CC=CC=C3)(C4=CC=CC=C4)C5=CC=CC=C5)Cl (NiCl2(dppp)). Run at time 8 hour. The product is C(C)C1=NC(=CC=C1)CC (2,6-Diethyl-pyridine). The yield is 89.0%. As a reaction SMILES: [CH2:1]([Mg]Br)[CH3:2].Cl[C:6]1[CH:11]=[CH:10][CH:9]=[C:8](Cl)[N:7]=1.[NH4+].[Cl-].[CH2:15](OCC)[CH3:16]>Cl[Ni]1(Cl)[P](C2C=CC=CC=2)(C2C=CC=CC=2)CCC[P]1(C1C=CC=CC=1)C1C=CC=CC=1>[CH2:15]([C:6]1[CH:11]=[CH:10][CH:9]=[C:8]([CH2:1][CH3:2])[N:7]=1)[CH3:16] |f:2.3,^1:22,38|. Reported procedure: A solution of ethylmagnesium bromide in ethyl ether [prepared from Mg (16.5 g, 0.68 mol) and ethyl bromide (50 mL, 0.68 mol) in 500 mL of ether] was added dropwise to a mixture of 2,6-dichloropyridine (50 g, 0.34 mol) and NiCl2(dppp) (1.0 g, 2 mol) in anhydrous ethyl ether (500 mL) at 0° C. under N2 atmosphere. After addition, the resulting mixture was stirred at ambient temperature overnight, was then heated to reflux for about 3 hours. The suspension was poured into cushed ice (200 g) and the ... The reactants are [Ca+2], ClCCl, S=C(Cl)Cl, Nc1c(F)cc(Cl)c2nc(Cl)sc12, O=C([O-])[O-], O. Yields the product Fc1cc(Cl)c2nc(Cl)sc2c1N=C=S. Reaction SMILES: [Ca+2:1].[Cl:24][CH2:25][Cl:26].[Cl:6][C:7]([Cl:8])=[S:9].[NH2:10][c:11]1[c:12]([F:22])[cH:13][c:14]([Cl:21])[c:15]2[n:16][c:17]([Cl:20])[s:18][c:19]12.[O-:2][C:3](=[O:4])[O-:5].[OH2:23]>>[C:7](=[S:9])=[N:10][c:11]1[c:12]([F:22])[cH:13][c:14]([Cl:21])[c:15]2[n:16][c:17]([Cl:20])[s:18][c:19]12. Reactants: Cn1c(=O)c2c(nc(N3CCC(NC(=O)OC(C)(C)C)C3)n2Cc2ccccc2Br)n(C)c1=O, CC#N, O=C(O)C(F)(F)F, O. Product: Cn1c(=O)c2c(nc(N3CCC(N)C3)n2Cc2ccccc2Br)n(C)c1=O. Reaction SMILES: [C:1]([O:2][C:3](=[O:4])[NH:7][CH:8]1[CH2:9][N:10]([c:13]2[n:14][c:15]3[n:16]([CH3:33])[c:17](=[O:32])[n:18]([CH3:31])[c:19](=[O:30])[c:20]3[n:21]2[CH2:22][c:23]2[c:24]([Br:29])[cH:25][cH:26][cH:27][cH:28]2)[CH2:11][CH2:12]1)([CH3:5])([CH3:6])[CH3:34].[CH3:43][C:44]#[N:45].[F:36][C:37]([F:38])([F:39])[C:40]([OH:41])=[O:42].[OH2:35]>>[NH2:7][CH:8]1[CH2:9][N:10]([c:13]2[n:14][c:15]3[n:16]([CH3:33])[c:17](=[O:32])[n:18]([CH3:31])[c:19](=[O:30])[c:20]3[n:21]2[CH2:22][c:23]2[c:24]([Br:29])[cH:25][cH:26][cH:27][cH:28]2)[CH2:11][CH2:12]1.